Dataset: the Open Reaction Database (ORD), a public repository of structured organic reaction records. Task: describe an organic reaction: reactants, conditions, products, and yield The reactants are C(C)OC(CBr)OCC (Bromoacetaldehyde diethyl acetal), O1CCCC2=C(C=CC=C12)N (chroman-5-yl-amine), C([O-])([O-])=O.[K+].[K+] (potassium carbonate). Run in CN(C)C=O (DMF). Run at temperature 100 celsius. The product is O1CCCC2=C(C=CC=C12)NCC(OCC)OCC (Chroman-5-yl-(2,2-diethoxy-ethyl)-amine). Reaction SMILES: [CH2:1]([O:3][CH:4]([O:7][CH2:8][CH3:9])[CH2:5]Br)[CH3:2].[O:10]1[C:19]2[C:14](=[C:15]([NH2:20])[CH:16]=[CH:17][CH:18]=2)[CH2:13][CH2:12][CH2:11]1.C(=O)([O-])[O-].[K+].[K+]>CN(C=O)C>[O:10]1[C:19]2[C:14](=[C:15]([NH:20][CH2:5][CH:4]([O:7][CH2:8][CH3:9])[O:3][CH2:1][CH3:2])[CH:16]=[CH:17][CH:18]=2)[CH2:13][CH2:12][CH2:11]1 |f:2.3.4|. Reported procedure: Bromoacetaldehyde diethyl acetal (11.8 ml) was added to a mixture of chroman-5-yl-amine (5.85 g) (prepared according to J. Heterocyclic Chem., (1973), Vol 10 (4) page 623), and potassium carbonate (10.84 g) in dry DMF (70 ml) at room temperature under N2. The mixture was heated at 100° C. for 60 h. The cooled mixture was partitioned between water (800 ml) and ether (3×200 ml). The combined organic extracts were washed with brine/water 1:1 (2×200 ml) and dried. The solvent was evaporated and the ... The reactants are CCCc1cc(CCC=O)n(Cc2ccccc2)n1, Fc1ccccc1N1CCNCC1. Yields the product CCCc1cc(CCCN2CCN(c3ccccc3F)CC2)n(Cc2ccccc2)n1. Reaction SMILES: [CH2:1]([c:2]1[cH:3][cH:4][cH:5][cH:6][cH:7]1)[n:8]1[n:9][c:10]([CH2:17][CH2:18][CH3:19])[cH:11][c:12]1[CH2:13][CH2:14][CH:15]=[O:16].[F:20][c:21]1[c:22]([N:27]2[CH2:28][CH2:29][NH:30][CH2:31][CH2:32]2)[cH:23][cH:24][cH:25][cH:26]1>>[CH2:1]([c:2]1[cH:3][cH:4][cH:5][cH:6][cH:7]1)[n:8]1[n:9][c:10]([CH2:17][CH2:18][CH3:19])[cH:11][c:12]1[CH2:13][CH2:14][CH2:15][N:30]1[CH2:29][CH2:28][N:27]([c:22]2[c:21]([F:20])[cH:26][cH:25][cH:24][cH:23]2)[CH2:32][CH2:31]1. Starting materials: CC(=O)OCC1=C(C(=O)O)N2C(=O)C(N)C2SC1, CCOC(C)=O, O=C(Cl)Cc1ccc(CCl)s1. Yields the product CC(=O)OCC1=C(C(=O)O)N2C(=O)C(NC(=O)Cc3ccc(CCl)s3)C2SC1. As a reaction SMILES: [C:12]([CH3:13])(=[O:14])[O:15][CH2:16][C:17]1=[C:18]([C:27](=[O:28])[OH:29])[N:19]2[C:20](=[O:26])[CH:21]([NH2:25])[CH:22]2[S:23][CH2:24]1.[CH3:30][CH2:31][O:32][C:33](=[O:34])[CH3:35].[Cl:1][CH2:2][c:3]1[cH:4][cH:5][c:6]([CH2:8][C:9](=[O:10])[Cl:11])[s:7]1>>[Cl:1][CH2:2][c:3]1[cH:4][cH:5][c:6]([CH2:8][C:9](=[O:10])[NH:25][CH:21]2[C:20](=[O:26])[N:19]3[C:18]([C:27](=[O:28])[OH:29])=[C:17]([CH2:16][O:15][C:12]([CH3:13])=[O:14])[CH2:24][S:23][CH:22]32)[s:7]1. Reactants: C(C)O (ethanol), [OH-].[Na+] (sodium hydroxide), COC(CC1=C(C=C(C=C1)C#CC1=CC(=C(C(=C1)C(C)(C)C)OC)C(C)(C)C)F)=O ([4-(3,5-di-tert-butyl-4-methoxy-phenylethynyl)-2-fluoro-phenyl]-acetic acid methyl ester), COC(CC1=C(C=C(C=C1)C#CC1=CC(=C(C(=C1)C(C)(C)C)OC)C(C)(C)C)F)=O ([4-(3,5-di-tert-butyl-4-methoxy-phenylethynyl)-2-fluoro-phenyl]-acetic acid methyl ester), O (water). Run in C(C)#N (acetonitrile). Yields the product C(C)(C)(C)C=1C=C(C=C(C1OC)C(C)(C)C)CCC1=CC(=C(C=C1)CC(=O)O)F ([4-(3,5-Di-tert-butyl-4-methoxy-phenylethyl)-2-fluoro-phenyl]-acetic Acid), solid. Isolated yield 65.0%. Reaction SMILES: C[O:2][C:3](=[O:30])[CH2:4][C:5]1[CH:10]=[CH:9][C:8]([C:11]#[C:12][C:13]2[CH:18]=[C:17]([C:19]([CH3:22])([CH3:21])[CH3:20])[C:16]([O:23][CH3:24])=[C:15]([C:25]([CH3:28])([CH3:27])[CH3:26])[CH:14]=2)=[CH:7][C:6]=1[F:29].[OH-].[Na+].C(O)C.O>C(#N)C>[C:19]([C:17]1[CH:18]=[C:13]([CH2:12][CH2:11][C:8]2[CH:9]=[CH:10][C:5]([CH2:4][C:3]([OH:30])=[O:2])=[C:6]([F:29])[CH:7]=2)[CH:14]=[C:15]([C:25]([CH3:26])([CH3:28])[CH3:27])[C:16]=1[O:23][CH3:24])([CH3:20])([CH3:21])[CH3:22] |f:1.2|. Reported procedure: Following General Procedure I and using [4-(3,5-di-tert-butyl-4-methoxy-phenylethynyl)-2-fluoro-phenyl]-acetic acid methyl ester (Compound 144, 0.122 g, 0.29 mmol), 5M aqueous sodium hydroxide solution (1 mL) and ethanol (4 mL), followed preparative reverse phase HPLC using 10% water in acetonitrile as the mobile phase, the title compound was obtained as a white solid (0.077 g, 65%). Reactants: Cl.COC=1C=C(C=CC1OC)C=1C(C(N(N1)C1CCNCC1)=O)(C)C (5-(3,4-dimethoxyphenyl)-4,4-dimethyl-2-(piperidin-4-yl)-2,4-dihydro-3H-pyrazol-3-one hydrochloride), Cl.COC=1C=C(C=CC1OC)C=1C(C(N(N1)C1CCNCC1)=O)(C)C (5-(3,4-dimethoxyphenyl)-4,4-dimethyl-2-(piperidin-4-yl)-2,4-dihydro-3H-pyrazol-3-one hydrochloride), CC1=C(C(=O)O)C=C(C=C1)C (2,5-dimethylbenzoic acid). Yields the product COC=1C=C(C=CC1OC)C=1C(C(N(N1)C1CCN(CC1)C(=O)C1=C(C=CC(=C1)C)C)=O)(C)C (5-(3,4-Dimethoxyphenyl)-2-{1-[(2,5-dimethylphenyl)carbonyl]piperidin-4-yl}-4,4-dimethyl-2,4-dihydro-3H-pyrazol-3-one). Reaction SMILES: Cl.[CH3:2][O:3][C:4]1[CH:5]=[C:6]([C:12]2[C:13]([CH3:25])([CH3:24])[C:14](=[O:23])[N:15]([CH:17]3[CH2:22][CH2:21][NH:20][CH2:19][CH2:18]3)[N:16]=2)[CH:7]=[CH:8][C:9]=1[O:10][CH3:11].[CH3:26][C:27]1[CH:35]=[CH:34][C:33]([CH3:36])=[CH:32][C:28]=1[C:29](O)=[O:30]>>[CH3:2][O:3][C:4]1[CH:5]=[C:6]([C:12]2[C:13]([CH3:25])([CH3:24])[C:14](=[O:23])[N:15]([CH:17]3[CH2:22][CH2:21][N:20]([C:29]([C:28]4[CH:32]=[C:33]([CH3:36])[CH:34]=[CH:35][C:27]=4[CH3:26])=[O:30])[CH2:19][CH2:18]3)[N:16]=2)[CH:7]=[CH:8][C:9]=1[O:10][CH3:11] |f:0.1|. Reported procedure: The title compound is prepared analogously as described for GP3 using 5-(3,4-dimethoxyphenyl)-4,4-dimethyl-2-(piperidin-4-yl)-2,4-dihydro-3H-pyrazol-3-one (compound B1) and 2,5-dimethylbenzoic acid as starting compounds. The crude product is purified by crystallization from methanol to yield the title compound.